Dataset: the Open Reaction Database (ORD), a public repository of structured organic reaction records. Task: describe an organic reaction: reactants, conditions, products, and yield The reactants are ClC1=CC=C(C(=O)CC(C(=O)O)(C)C)C=C1 (3-(4-Chlorobenzoyl)-2,2-dimethylpropionic acid), C(C)O (ethanol), Cl (hydrogen chloride). Yields the product ClC1=CC=C(C(=O)CC(C(=O)OCC)(C)C)C=C1 (ethyl 3-(4-chlorobenzoyl)-2,2-dimethylpropionate). Reaction SMILES: [Cl:1][C:2]1[CH:16]=[CH:15][C:5]([C:6]([CH2:8][C:9]([CH3:14])([CH3:13])[C:10]([OH:12])=[O:11])=[O:7])=[CH:4][CH:3]=1.Cl.[CH2:18](O)[CH3:19]>>[Cl:1][C:2]1[CH:3]=[CH:4][C:5]([C:6]([CH2:8][C:9]([CH3:13])([CH3:14])[C:10]([O:12][CH2:18][CH3:19])=[O:11])=[O:7])=[CH:15][CH:16]=1. Reported procedure: 3-(4-Chlorobenzoyl)-2,2-dimethylpropionic acid (13.7 g) was dissolved in ethanol (100 ml) which had been saturated with gaseous hydrogen chloride. The solution as refluxed for eight hours. The solvent was distilled off and replaced by ether. The ethereal solution was washed with saturated sodium bicarbonate solution, then with brine, dried over magnesium sulphate and concentrated in vacuo to yield 14.5 g of ethyl 3-(4-chlorobenzoyl)-2,2-dimethylpropionate as an oil. Reactants: COC(=O)C1=NN(N=C1C(=O)OC)C (2-methyl-2H-1,2,3-triazole-4,5-dicarboxylic acid dimethylester), [OH-].[K+] (KOH). Solvent: CO (methanol). The product is COC(=O)C1=NN(N=C1C(=O)O)C (2-methyl-2H-1,2,3-triazole-4,5-dicarboxylic acid monomethyl ester). Yield: 72.3%. RXN SMILES: [CH3:1][O:2][C:3]([C:5]1[C:9]([C:10]([O:12]C)=[O:11])=[N:8][N:7]([CH3:14])[N:6]=1)=[O:4].[OH-].[K+]>CO>[CH3:1][O:2][C:3]([C:5]1[C:9]([C:10]([OH:12])=[O:11])=[N:8][N:7]([CH3:14])[N:6]=1)=[O:4] |f:1.2|. Procedure details: To a solution of 2-methyl-2H-1,2,3-triazole-4,5-dicarboxylic acid dimethylester (1.2 g; 6 mmol) in 30 ml methanol was added 358 mg KOH (assay 86%; 5.5 mmol). The mixture was heated at reflux temperature for 48 hours. The solvent was evaporated and the residue was then taken into water and extracted with ethyl acetate (3 times). The combined organic phases contained non-reacted starting material. The aqueous phase was acidified with 2N HCl (pH2-3) and extracted with ethyl acetate (3 times). The e... The solvent is C(C)#N (acetonitrile). Yield: 135.1%. RXN SMILES: [CH3:1][O:2][C:3]1[CH:4]=[C:5]([CH:21]=[C:22]([O:24][CH3:25])[CH:23]=1)[CH2:6][NH:7][C:8]1[CH:13]=[C:12](F)[CH:11]=[CH:10][C:9]=1[C:15](=[O:20])[C:16]([F:19])([F:18])[F:17].[C:26]([N:33]1[CH2:38][CH2:37][NH:36][CH2:35][CH2:34]1)([O:28][C:29]([CH3:32])([CH3:31])[CH3:30])=[O:27].C(N(CC)C(C)C)(C)C>C(#N)C>[CH3:1][O:2][C:3]1[CH:4]=[C:5]([CH:21]=[C:22]([O:24][CH3:25])[CH:23]=1)[CH2:6][NH:7][C:8]1[CH:13]=[C:12]([N:36]2[CH2:35][CH2:34][N:33]([C:26]([O:28][C:29]([CH3:32])([CH3:31])[CH3:30])=[O:27])[CH2:38][CH2:37]2)[CH:11]=[CH:10][C:9]=1[C:15](=[O:20])[C:16]([F:19])([F:18])[F:17]. Starting materials: COC=1C=C(CNC2=C(C=CC(=C2)F)C(C(F)(F)F)=O)C=C(C1)OC (1-(2-(3,5-dimethoxybenzylamino)-4-fluorophenyl)-2,2,2-trifluoroethanone), C(=O)(OC(C)(C)C)N1CCNCC1 (N-Boc-piperazine), C(C)(C)N(C(C)C)CC (N,N-diisopropylethylamine). The product is COC=1C=C(CNC=2C=C(C=CC2C(C(F)(F)F)=O)N2CCN(CC2)C(=O)OC(C)(C)C)C=C(C1)OC (t-Butyl 4-(3-(3,5-dimethoxybenzylamino)-4-(2,2,2-trifluoroacetyl)phenyl)-piperazine-1-carboxylate). Procedure: A solution of 1-(2-(3,5-dimethoxybenzylamino)-4-fluorophenyl)-2,2,2-trifluoroethanone (527 mg, 1.47 mmol), N-Boc-piperazine (296 mg, 1.62 mmol) and N,N-diisopropylethylamine (0.51 mL, 2.94 mmol) in acetonitrile was stirred at reflux for 48 h. The reaction mixture was cooled down and concentrated under reduced pressure. The residue was taken up in dichloromethane, washed with water, dried and concentrated in vacuo to yield 1.04 g of the crude aniline. The crude product was purified by PTLC (20% e... Reactants: C1(=CC=CC=C1)CCCC(=O)O (4-phenylbutyric acid), S(O)(O)(=O)=O (sulfuric acid), CO (methanol). Solvent: O (water). Conditions: temperature 49 celsius. The product is COC(CCCC1=CC=CC=C1)=O (Methyl-4-phenylbutyrate). The yield is 90.0%. Reaction SMILES: [C:1]1([CH2:7][CH2:8][CH2:9][C:10]([OH:12])=[O:11])[CH:6]=[CH:5][CH:4]=[CH:3][CH:2]=1.S(=O)(=O)(O)O.[CH3:18]O>O>[CH3:18][O:11][C:10](=[O:12])[CH2:9][CH2:8][CH2:7][C:1]1[CH:6]=[CH:5][CH:4]=[CH:3][CH:2]=1. Reported procedure: 1800 g (10.98 moles) of 4-phenylbutyric acid, crystalline in a glass bottle was heated with a heating blanket for 2 h to melt the acid. The liquid was poured in 8 L of methanol in a 22 L reaction flask (3-necked round-bottom flask fitted with stirrer and thermometer adapters). The solution was stirred under Argon, temperature 20° C.-33° C., and 400 mL concentrated sulfuric acid was added in 50 mL portions. The temperature increased to 49° C. The solution was stirred under argon over the week-end... Reactants: C1(CC1)N1C=C(C(C2=CC(=C(C(=C12)F)F)F)=O)C(=O)O (1-cyclopropyl-6,7,8-trifluoro-1,4-dihydro-4-oxoquinoline-3-carboxylic acid), C(C)NCC1CNCCO1 (2-(ethylaminomethyl)morpholine). The product is C1(CC1)N1C=C(C(C2=CC(=C(C(=C12)F)N1CC(OCC1)CNCC)F)=O)C(=O)O (1-cyclopropyl-7-[2-(ethylaminomethyl)morpholino]6,8-difluoro-1,4-dihydro-4-oxoquinoline-3-carboxylic acid). RXN SMILES: [CH:1]1([N:4]2[C:13]3[C:8](=[CH:9][C:10]([F:16])=[C:11](F)[C:12]=3[F:14])[C:7](=[O:17])[C:6]([C:18]([OH:20])=[O:19])=[CH:5]2)[CH2:3][CH2:2]1.[CH2:21]([NH:23][CH2:24][CH:25]1[O:30][CH2:29][CH2:28][NH:27][CH2:26]1)[CH3:22]>>[CH:1]1([N:4]2[C:13]3[C:8](=[CH:9][C:10]([F:16])=[C:11]([N:27]4[CH2:28][CH2:29][O:30][CH:25]([CH2:24][NH:23][CH2:21][CH3:22])[CH2:26]4)[C:12]=3[F:14])[C:7](=[O:17])[C:6]([C:18]([OH:20])=[O:19])=[CH:5]2)[CH2:2][CH2:3]1. Procedure details: By the use of 1-cyclopropyl-6,7,8-trifluoro-1,4-dihydro-4-oxoquinoline-3-carboxylic acid and 2-(ethylaminomethyl)morpholine, the reaction is similarly carried out as Example 11 to give 1-cyclopropyl-7-[2-(ethylaminomethyl)morpholino]6,8-difluoro-1,4-dihydro-4-oxoquinoline-3-carboxylic acid, melting at 210°-213° C. with decomposition.